This data is from the Open Reaction Database (ORD), a public repository of structured organic reaction records. The task is: describe an organic reaction: reactants, conditions, products, and yield The reactants are COC(=O)N1CCC(=O)CC1C, Cc1ccc(S(=O)(=O)O)cc1, CCO, [H][H], NCc1ccccc1. Product: COC(=O)N1CCC(N)CC1C. RXN SMILES: [CH3:1][CH:2]1[N:3]([C:9](=[O:10])[O:11][CH3:12])[CH2:4][CH2:5][C:6](=[O:8])[CH2:7]1.[CH3:21][c:22]1[cH:23][cH:24][c:25]([S:26](=[O:27])(=[O:28])[OH:29])[cH:30][cH:31]1.[CH3:34][CH2:35][OH:36].[H:32][H:33].[c:13]1([CH2:14][NH2:20])[cH:15][cH:16][cH:17][cH:18][cH:19]1>>[CH3:1][CH:2]1[N:3]([C:9](=[O:10])[O:11][CH3:12])[CH2:4][CH2:5][CH:6]([NH2:20])[CH2:7]1.